Dataset: the Open Reaction Database (ORD), a public repository of structured organic reaction records. Task: describe an organic reaction: reactants, conditions, products, and yield RXN SMILES: [C:19]([CH3:20])([CH3:21])([CH3:22])[O:23][C:24](=[O:25])[NH:26][c:27]1[n:28][s:29][n:30][cH:31]1.[CH2:32]([c:33]1[cH:34][cH:35][cH:36][cH:37][cH:38]1)[N:39]1[CH2:40][CH:41]=[C:42]([c:45]2[c:46]([F:60])[cH:47][c:48]([N:52]3[C:53](=[O:59])[O:54][CH:55]([CH2:57][OH:58])[CH2:56]3)[cH:49][c:50]2[F:51])[CH2:43][CH2:44]1.[CH2:61]([P:62]([CH2:63][CH2:64][CH2:65][CH3:66])[CH2:67][CH2:68][CH2:69][CH3:70])[CH2:71][CH2:72][CH3:73].[N:1]([C:2]([N:3]1[CH2:4][CH2:5][CH2:6][CH2:7][CH2:8]1)=[O:9])=[N:10][C:11]([N:12]1[CH2:13][CH2:14][CH2:15][CH2:16][CH2:17]1)=[O:18].[O:74]1[CH2:75][CH2:76][CH2:77][CH2:78]1>>[C:19]([CH3:20])([CH3:21])([CH3:22])[O:23][C:24](=[O:25])[N:26]([c:27]1[n:28][s:29][n:30][cH:31]1)[CH2:57][CH:55]1[O:54][C:53](=[O:59])[N:52]([c:48]2[cH:47][c:46]([F:60])[c:45]([C:42]3=[CH:41][CH2:40][N:39]([CH2:32][c:33]4[cH:34][cH:35][cH:36][cH:37][cH:38]4)[CH2:44][CH2:43]3)[c:50]([F:51])[cH:49]2)[CH2:56]1. Product: CC(C)(C)OC(=O)N(CC1CN(c2cc(F)c(C3=CCN(Cc4ccccc4)CC3)c(F)c2)C(=O)O1)c1cnsn1. The reactants are CC(C)(C)OC(=O)Nc1cnsn1, O=C1OC(CO)CN1c1cc(F)c(C2=CCN(Cc3ccccc3)CC2)c(F)c1, CCCCP(CCCC)CCCC, O=C(N=NC(=O)N1CCCCC1)N1CCCCC1, C1CCOC1. Starting materials: B(F)(F)F.CCOCC (boron trifluoride etherate), OC1=CC(OC2=CC=CC=C12)=O (4-hydroxycoumarin), C(C=C)OC1=C(C=CC=C1)C(CC)O (1-(2-allyloxyphenyl)propanol), 36. Solvent: O1CCOCC1 (dioxane). Run at time 25 hour. The product is C(C=C)OC1=C(C=CC=C1)C(CC)C=1C(OC2=CC=CC=C2C1O)=O (3-(1'-(2-Allyloxyphenyl)propyl)-4-hydroxycoumarin). As a reaction SMILES: [OH:1][C:2]1[C:11]2[C:6](=[CH:7][CH:8]=[CH:9][CH:10]=2)[O:5][C:4](=[O:12])[CH:3]=1.[CH2:13]([O:16][C:17]1[CH:22]=[CH:21][CH:20]=[CH:19][C:18]=1[CH:23](O)[CH2:24][CH3:25])[CH:14]=[CH2:15].B(F)(F)F.CCOCC>O1CCOCC1>[CH2:13]([O:16][C:17]1[CH:22]=[CH:21][CH:20]=[CH:19][C:18]=1[CH:23]([C:3]1[C:4](=[O:12])[O:5][C:6]2[C:11]([C:2]=1[OH:1])=[CH:10][CH:9]=[CH:8][CH:7]=2)[CH2:24][CH3:25])[CH:14]=[CH2:15] |f:2.3|. Reported procedure: To a flame-dried flask containing a near-solution of 4-hydroxycoumarin (337mg) and 1-(2-allyloxyphenyl)propanol of Preparation 36 (500 mg) in anhydrous dioxane (10 mL) under nitrogen is added boron trifluoride etherate (1.31 mL). The resulting solution is stirred at RT for 25 hrs. concentrated to remove solvent, diluted with aqueous sodium hydroxide (5%, 20 mL) and extracted with methylene chloride (2×25 mL). The organic phase is discarded and the aqueous phase is adjusted to pH 1 using 6M hydro... Product: CC(NC(=O)NCCCCC1CCSS1)C(=O)NS(C)(=O)=O. Reaction SMILES: [CH3:19][S:20](=[O:21])(=[O:22])[NH2:23].[CH3:26][N:27]([CH3:28])[CH:29]=[O:30].[H-:24].[Na+:25].[S:1]1[S:2][CH:3]([CH2:6][CH2:7][CH2:8][CH2:9][NH:10][C:11]([NH:12][CH:13]([C:14](=[O:15])[OH:16])[CH3:17])=[O:18])[CH2:4][CH2:5]1>>[S:1]1[S:2][CH:3]([CH2:6][CH2:7][CH2:8][CH2:9][NH:10][C:11]([NH:12][CH:13]([C:14](=[O:15])[NH:23][S:20]([CH3:19])(=[O:21])=[O:22])[CH3:17])=[O:18])[CH2:4][CH2:5]1. Starting materials: CS(N)(=O)=O, CN(C)C=O, [H-], [Na+], CC(NC(=O)NCCCCC1CCSS1)C(=O)O. The reactants are NC1=C(C(=O)O)C=CC(=C1)C (2-Amino-4-methylbenzoic acid), C(CCCCCCC)S (1-Octanethiol), C(=O)(Cl)Cl (phosgene), ClC1=C(SC=C1)C(=O)OCCCCCCCC (octyl chlorothiolformate). The solvent is CCOCC (ether), N1=CC=CC=C1 (pyridine), C(Cl)Cl (DCM), C1CCOC1 (THF). Reaction conditions: time 24 hour. Product: C(CCCCCCC)SC1=NC2=C(C(O1)=O)C=CC(=C2)C (2-octylthio-7-methyl-4H-3,1-benzoxazin-4-one). The yield is 14.1%. RXN SMILES: [CH2:1]([SH:9])[CH2:2][CH2:3][CH2:4][CH2:5][CH2:6][CH2:7][CH3:8].[C:10](Cl)(Cl)=O.[NH2:14][C:15]1[CH:23]=[C:22]([CH3:24])[CH:21]=[CH:20][C:16]=1[C:17]([OH:19])=[O:18].ClC1C=CSC=1C(OCCCCCCCC)=O>C1COCC1.N1C=CC=CC=1.C(Cl)Cl.CCOCC>[CH2:1]([S:9][C:10]1[O:18][C:17](=[O:19])[C:16]2[CH:20]=[CH:21][C:22]([CH3:24])=[CH:23][C:15]=2[N:14]=1)[CH2:2][CH2:3][CH2:4][CH2:5][CH2:6][CH2:7][CH3:8]. Procedure details: 1-Octanethiol (0.71 ml, 4.1 mmol) was dissolved in THF (10 ml). To this solution was added a solution of phosgene (20% in PhMe, 3.5 ml, 7.4 mmol). After 2.5 h the reaction vessel was purged with nitrogen to remove excess phosgene and hydrogen chloride, the vented gas being passed through a scrubber containing dilute aqueous sodium hydroxide. The crude octyl chlorothiolformate solution was used directly. 2-Amino-4-methylbenzoic acid (151 mg, 1 mmol) was dissolved in pyridine (0.5 ml) and DCM (5 m... The reactants are CC(C)=O, Cl, COC(=O)C1(c2cccc(-c3nc(NC(=O)C4(c5ccc6c(c5)OC(F)(F)O6)CC4)ccc3C)c2)CC1, [Li+], [OH-], O, O. The product is Cc1ccc(NC(=O)C2(c3ccc4c(c3)OC(F)(F)O4)CC2)nc1-c1cccc(C2(C(=O)O)CC2)c1. Reaction SMILES: [CH3:43][C:44](=[O:45])[CH3:46].[ClH:42].[F:1][C:2]1([F:37])[O:3][c:4]2[c:5]([cH:7][cH:8][c:9]([C:11]3([C:14](=[O:15])[NH:16][c:17]4[cH:18][cH:19][c:20]([CH3:36])[c:21](-[c:23]5[cH:24][c:25]([C:29]6([C:32](=[O:33])[O:34][CH3:35])[CH2:30][CH2:31]6)[cH:26][cH:27][cH:28]5)[n:22]4)[CH2:12][CH2:13]3)[cH:10]2)[O:6]1.[Li+:40].[OH-:39].[OH2:38].[OH2:41]>>[F:1][C:2]1([F:37])[O:3][c:4]2[c:5]([cH:7][cH:8][c:9]([C:11]3([C:14](=[O:15])[NH:16][c:17]4[cH:18][cH:19][c:20]([CH3:36])[c:21](-[c:23]5[cH:24][c:25]([C:29]6([C:32](=[O:33])[OH:34])[CH2:30][CH2:31]6)[cH:26][cH:27][cH:28]5)[n:22]4)[CH2:12][CH2:13]3)[cH:10]2)[O:6]1. Starting materials: O (water), OC1=CC=C(C(C2=CC=C(C=C2)O)=NO)C=C1 (4,4'-Dihydroxybenzophenone oxime), C(C)(=O)O (acetic acid), O (water), C1(=CC=C(C=C1)S(=O)(=O)O)C (p-toluenesulfonic acid). Reaction conditions: temperature 83 celsius, time 2 hour. Product: OC1=CC=C(C(=O)NC2=CC=C(C=C2)O)C=C1 (4,4'-Dihydroxybenzanilide). As a reaction SMILES: OC1C=CC([C:6](=[N:14]O)[C:7]2[CH:12]=[CH:11][C:10]([OH:13])=[CH:9][CH:8]=2)=CC=1.[C:18]([OH:21])(=O)[CH3:19].[C:22]1(C)[CH:27]=CC(S(O)(=O)=O)=[CH:24][CH:23]=1.[OH2:33]>>[OH:13][C:10]1[CH:9]=[CH:8][C:7]([C:6]([NH:14][C:22]2[CH:27]=[CH:19][C:18]([OH:21])=[CH:24][CH:23]=2)=[O:33])=[CH:12][CH:11]=1. Procedure: 4,4'-dihydroxybenzophenone (100.0 grams, 0.467 mole) is added to ethanol (300 milliliters) in a 1 liter Erlenmeyer flask and stirred. After dissolution of the 4,4'-dihydroxybenzophenone, a solution of hydroxylamine hydrochloride (48.6 grams, 0.699 mole) and sodium acetate (57.4 grams, 0.700 mole) in deionized water (70 milliliters) is added followed by an additional 100 milliliters of ethanol. This mixture is stirred and heated on a hot plate to a gentle reflux (75° C.). After heating for 4 hour... The reactants are acyloxyalkyl alkoxycarbonyloxyalkyl carboxylic esters, carboxylic acids, ClCCCS(=O)(=O)OCC(C(C(=O)O)OCC1=CC=CC=C1)(C)C ((2R/S)-4-[(3-Chloropropyl)sulfonyloxy]-3,3-dimethyl-2-(phenylmethoxy)butanoic acid), C(C1=CC=CC=C1)(=O)OC(C)Cl (1-Chloroethyl Benzoate). The reagents and catalysts are C([O-])([O-])=O.[Ag+2] (silver carbonate). Solvent: C1(=CC=CC=C1)C (toluene). Product: ClCCCS(=O)(=O)OCC(C(C(=O)OCCOC(C1=CC=CC=C1)=O)OCC1=CC=CC=C1)(C)C (Benzoyloxyethyl (2R/S)-4-[(3-chloropropyl)sulfonyloxy]-3,3-dimethyl-2-(phenylmethoxy)butanoate). The yield is 76.9%. Reaction SMILES: [Cl:1][CH2:2][CH2:3][CH2:4][S:5]([O:8][CH2:9][C:10]([CH3:24])([CH3:23])[CH:11]([O:15][CH2:16][C:17]1[CH:22]=[CH:21][CH:20]=[CH:19][CH:18]=1)[C:12]([OH:14])=[O:13])(=[O:7])=[O:6].[C:25]([O:33][CH:34](Cl)[CH3:35])(=[O:32])[C:26]1[CH:31]=[CH:30][CH:29]=[CH:28][CH:27]=1>C1(C)C=CC=CC=1.C(=O)([O-])[O-].[Ag+2]>[Cl:1][CH2:2][CH2:3][CH2:4][S:5]([O:8][CH2:9][C:10]([CH3:24])([CH3:23])[CH:11]([O:15][CH2:16][C:17]1[CH:22]=[CH:21][CH:20]=[CH:19][CH:18]=1)[C:12]([O:14][CH2:35][CH2:34][O:33][C:25](=[O:32])[C:26]1[CH:31]=[CH:30][CH:29]=[CH:28][CH:27]=1)=[O:13])(=[O:6])=[O:7] |f:3.4|. Procedure details: Following the general procedure for the preparation of acyloxyalkyl/alkoxycarbonyloxyalkyl carboxylic esters from carboxylic acids of Description 22, (2R/S)-4-[(3-chloropropyl)sulfonyloxy]-3,3-dimethyl-2-(phenylmethoxy)butanoic acid (12) (3.0 g, 7.9 mmol) dissolved in 30 mL of anhydrous toluene was reacted with 4.4 g (23.7 mmol) of 1-chloroethyl benzoate (23) in the presence of 2.6 g (9.5 mmol) of silver carbonate (Ag2CO3). After work-up, the crude material was purified by silica gel column chro... Starting materials: ClCCN1C(CC(C2CCCCC12)C)(C)C (1-(2'-chloroethyl)-2,2,4-trimethyl decahydroquinoline), [C-]#N.[Na+] (sodium cyanide), chloroethyl, ice water, C(C)OCC (diethyl ether). Solvent: CS(=O)C (methyl sulfoxide), CS(=O)C (methyl sulfoxide). Conditions: temperature 95 celsius, time 2.5 hour. Product: C(#N)CCN1C(CC(C2CCCCC12)C)(C)C (1-(2'-cyanoethyl)-2,2,4-trimethyl decahydroquinoline), liquid. As a reaction SMILES: Cl[CH2:2][CH2:3][N:4]1[CH:13]2[CH:8]([CH2:9][CH2:10][CH2:11][CH2:12]2)[CH:7]([CH3:14])[CH2:6][C:5]1([CH3:16])[CH3:15].[C-:17]#[N:18].[Na+].C(OCC)C>CS(C)=O>[C:17]([CH2:2][CH2:3][N:4]1[CH:13]2[CH:8]([CH2:9][CH2:10][CH2:11][CH2:12]2)[CH:7]([CH3:14])[CH2:6][C:5]1([CH3:16])[CH3:15])#[N:18] |f:1.2|. Procedure details: 1-(2'-cyanoethyl)-2,2,4-trimethyl decahydroquinoline was prepared via the post-reaction of the above chloroethyl substituted compound. 61.0 grams (0.25 mole) of 1-(2'-chloroethyl)-2,2,4-trimethyl decahydroquinoline dissolved in 50 milliliters of methyl sulfoxide was added dropwise over a period of 40 minutes at room temperature to a prepared solution of 12.25 grams (0.25 mole) of sodium cyanide in 150 milliliters of methyl sulfoxide. The mix was then heated to 95° C. and stirred for 2.5 hours. T...